This data is from the Open Reaction Database (ORD), a public repository of structured organic reaction records. The task is: describe an organic reaction: reactants, conditions, products, and yield The reactants are ClC1=CC(=CC=C1)C(=O)OO (3-chloroperbenzoic acid), ClC=1C=CC(=NC1)COC (5-chloro-2-(methoxymethyl)pyridine), residue. The solvent is C(Cl)Cl (DCM), P(=O)(Cl)(Cl)Cl (phosphoryl chloride). Run at time 18 hour. The product is ClC1=NC(=CC=C1Cl)COC (2,3-dichloro-6-(methoxymethyl)pyridine). The yield is 1.6%. RXN SMILES: [Cl:1]C1C=CC=C(C(OO)=O)C=1.[Cl:12][C:13]1[CH:14]=[CH:15][C:16]([CH2:19][O:20][CH3:21])=[N:17][CH:18]=1>C(Cl)Cl.P(Cl)(Cl)(Cl)=O>[Cl:1][C:18]1[C:13]([Cl:12])=[CH:14][CH:15]=[C:16]([CH2:19][O:20][CH3:21])[N:17]=1. Procedure: 3-chloroperbenzoic acid (80%, 4.83 g, 13.96 mmol) was added portion-wise to a solution of 5-chloro-2-(methoxymethyl)pyridine (Preparation 57, 2 g, 12.69 mmol) in DCM (50 mL) at 0° C. The reaction was stirred for 18 hours at room temperature. The reaction mixture was quenched with 2M aqueous sodium hydroxide (25 mL) and brine (25 mL) and stirred vigorously. The organic layer was collected, washed with 2M aqueous sodium hydroxide (2×10 mL), water (10 mL), dried over sodium sulfate and concentrated... The reactants are C(C1=CC=CC=C1)N(C1=CC=CC2=C1N(C(=N2)Cl)C)CCC (N7-benzyl-2-chloro-1-methyl-N7-propyl-1H-benzimidazol-7-amine), C1(=C(C(=CC(=C1)C)C)N)C (mesityl amine). Solvent: C(C)(=O)OCC (ethyl acetate). Conditions: time 24 hour. The product is C(C1=CC=CC=C1)N(C1=CC=CC2=C1N(C(=N2)NC2=C(C=C(C=C2C)C)C)C)CCC (N7-Benzyl-N2-mesityl-1-methyl-N7-propyl-1H-benzimidazole-2,7-diamine). The yield is 79.4%. RXN SMILES: [CH2:1]([N:8]([CH2:20][CH2:21][CH3:22])[C:9]1[C:14]2[N:15]([CH3:19])[C:16](Cl)=[N:17][C:13]=2[CH:12]=[CH:11][CH:10]=1)[C:2]1[CH:7]=[CH:6][CH:5]=[CH:4][CH:3]=1.[C:23]1([CH3:32])[CH:28]=[C:27]([CH3:29])[CH:26]=[C:25]([CH3:30])[C:24]=1[NH2:31]>C(OCC)(=O)C>[CH2:1]([N:8]([CH2:20][CH2:21][CH3:22])[C:9]1[C:14]2[N:15]([CH3:19])[C:16]([NH:31][C:24]3[C:25]([CH3:30])=[CH:26][C:27]([CH3:29])=[CH:28][C:23]=3[CH3:32])=[N:17][C:13]=2[CH:12]=[CH:11][CH:10]=1)[C:2]1[CH:7]=[CH:6][CH:5]=[CH:4][CH:3]=1. Procedure: A solution of 0.56 g (1.8 mmol) of N7-benzyl-2-chloro-1-methyl-N7-propyl-1H-benzimidazol-7-amine in 0.75 mL (5.4 mmol) of mesityl amine was heated to 130° C. After stirring for 24 h, the mixture was dissolved in ethyl acetate and washed with saturated sodium bicarbonate, brine, dried over sodium sulfate, filtered and concentrated to give a tan solid. The solid thus obtained was purified by flash chromatography eluting with a 1.3% methanol/dichloromethane mixture to give 0.59 g (80%) of the title... Reaction conditions: temperature 130 celsius, time 45 minute. Starting materials: BrCC1=CC(=CC=C1)OC1=CC=CC=C1 (1-(bromomethyl)-3-phenoxybenzene), COC=1C=C2C=C(N=C(C2=CC1OC)C)O (6,7-dimethoxy-1-methylisoquinolin-3-ol), COC=1C=C2C=C(N=C(C2=CC1OC)C)O (6,7-Dimethoxy-1-methylisoquinolin-3-ol), [OH-].[K+] (KOH). Yields the product COC=1C=C2C(=C(N=C(C2=CC1OC)C)O)CC1=CC(=CC=C1)OC1=CC=CC=C1 (6,7-dimethoxy-1-methyl-4-(3-phenoxybenzyl)isoquinolin-3-ol). Run in O (H2O), CCOC(=O)C (EtOAc), C1(=CC=CC=C1)C (toluene). Procedure: To a solution of 6,7-dimethoxy-1-methylisoquinolin-3-ol CCH 18060 (152 mg, 693 μmol) in toluene (15 mL) in a 20 mL microwave vial equipped with a magnetic stirrer was added a 2 N aq. KOH solution (0.38 mL, 0.76 mmol) at RT followed by 1-(bromomethyl)-3-phenoxybenzene (191 mg, 726 μmol) and the mixture was stirred at 130° C. for 45 min under microwave irradiation. After cooling to RT, the mixture was diluted with H2O (10 mL) before extraction with EtOAc (50 mL). The organic phase was isolated and... As a reaction SMILES: [CH3:1][O:2][C:3]1[CH:4]=[C:5]2[C:10](=[CH:11][C:12]=1[O:13][CH3:14])[C:9]([CH3:15])=[N:8][C:7]([OH:16])=[CH:6]2.[OH-].[K+].Br[CH2:20][C:21]1[CH:26]=[CH:25][CH:24]=[C:23]([O:27][C:28]2[CH:33]=[CH:32][CH:31]=[CH:30][CH:29]=2)[CH:22]=1>C1(C)C=CC=CC=1.O.CCOC(C)=O>[CH3:1][O:2][C:3]1[CH:4]=[C:5]2[C:10](=[CH:11][C:12]=1[O:13][CH3:14])[C:9]([CH3:15])=[N:8][C:7]([OH:16])=[C:6]2[CH2:20][C:21]1[CH:26]=[CH:25][CH:24]=[C:23]([O:27][C:28]2[CH:33]=[CH:32][CH:31]=[CH:30][CH:29]=2)[CH:22]=1 |f:1.2|. Starting materials: ClC1=CC=C(C=C1)C(CNC([O-])=O)C=O (2-(4-chlorophenyl)-3-oxopropylcarbamate), COC1=C(C=O)C=CC(=C1)OC (2,4-dimethoxybenzaldehyde), ice, OO (H2O2), O[Li].O (LiOH—H2O), [O-]S(=O)[O-].[Na+].[Na+] (Na2SO3). Solvent: C1CCOC1 (THF), O (H2O), C1CCOC1 (THF). Run at time 35 minute. Product: C(C)(C)(C)OC(=O)NC[C@@H](C(=O)O)C1=CC=C(C=C1)Cl ((S)-3-(tert-butoxycarbonylamino)-2-(4-chlorophenyl)propanoic acid). Yield: 94.2%. RXN SMILES: OO.O[Li].O.[Cl:6][C:7]1[CH:12]=[CH:11][C:10]([CH:13]([CH:19]=[O:20])[CH2:14][NH:15][C:16](=[O:18])[O-:17])=[CH:9][CH:8]=1.CO[C:23]1C=C(OC)C=[CH:27][C:24]=1[CH:25]=O.[O-:33]S([O-])=O.[Na+].[Na+]>C1COCC1.O>[C:24]([O:18][C:16]([NH:15][CH2:14][C@H:13]([C:10]1[CH:11]=[CH:12][C:7]([Cl:6])=[CH:8][CH:9]=1)[C:19]([OH:33])=[O:20])=[O:17])([CH3:27])([CH3:25])[CH3:23] |f:1.2,5.6.7|. Reported procedure: 35% H2O2 (0.240 mL, 2.91 mmol) was added to a solution of LiOH—H2O (0.0978 g, 2.33 mmol) in 2:1 THF:H2O (33 mL). The reaction mixture was stirred at room temperature for 35 minutes, and then cooled to 0° C. A solution containing a mixture of tert-butyl (S)-3-(R)-4-benzyl-2-oxooxazolidin-3-yl)-2-(4-chlorophenyl)-3-oxopropylcarbamate (0.535 g, 1.17 mmol) and 2,4-dimethoxybenzaldehyde (0.194 g, 1.17 mmol) in THF (7 mL) was added dropwise by addition funnel. The ice bath was allowed to slowly warm, ... The reactants are N#Cc1ccccc1-c1ccc(CBr)cc1, Cc1ccccc1, CC(=O)[O-], [K+], [Na+], [OH-], O. Product: N#Cc1ccccc1-c1ccc(CO)cc1. Reaction SMILES: [Br:1][CH2:2][c:3]1[cH:4][cH:5][c:6](-[c:9]2[c:10]([C:15]#[N:16])[cH:11][cH:12][cH:13][cH:14]2)[cH:7][cH:8]1.[CH3:17][c:18]1[cH:19][cH:20][cH:21][cH:22][cH:23]1.[CH3:25][C:26]([O-:27])=[O:28].[K+:24].[Na+:30].[OH-:29].[OH2:31]>>[CH2:2]([c:3]1[cH:4][cH:5][c:6](-[c:9]2[c:10]([C:15]#[N:16])[cH:11][cH:12][cH:13][cH:14]2)[cH:7][cH:8]1)[OH:27]. Reactants: COC(=O)C1=NN(C(=C1)C(=O)O)CC1=NOC(=C1)C=1SC(=CC1)Cl (1-[5-(5-Chloro-thiophen-2-yl)-isoxazol-3-ylmethyl]-1H-pyrazole-3,5-dicarboxylic acid 3-methyl ester), C1COC(=O)N1P(=O)(N2CCOC2=O)Cl (BOP-Cl), Cl.C(C)(C)N1CCC(CC1)N (1-Isopropyl-piperidin-4-ylamine hydrochloride). Procedure details: To 1 g 1-[5-(5-Chloro-thiophen-2-yl)-isoxazol-3-ylmethyl]-1H-pyrazole-3,5-dicarboxylic acid 3-methyl ester in 10 ml DCM and 1.4 ml NEt3, 667 mg BOP-Cl were added at RT and the mixture was stirred for 30 min. After addition of 563 mg 1-Isopropyl-piperidin-4-ylamine hydrochloride the mixture was stirred for 16 h. After removal of the solvent under reduced pressure the residue was purified by silica gel chromatography eluting with DCM/MeOH/AcOH/H2O 20:10:1:1 to yield a white solid. Yield: 800 mg MS... Conditions: time 30 minute. The solvent is C(Cl)Cl (DCM), CCN(CC)CC (NEt3). RXN SMILES: [CH3:1][O:2][C:3]([C:5]1[CH:9]=[C:8]([C:10](O)=[O:11])[N:7]([CH2:13][C:14]2[CH:18]=[C:17]([C:19]3[S:20][C:21]([Cl:24])=[CH:22][CH:23]=3)[O:16][N:15]=2)[N:6]=1)=[O:4].C1N(P(Cl)(N2C(=O)OCC2)=O)C(=O)OC1.Cl.[CH:41]([N:44]1[CH2:49][CH2:48][CH:47]([NH2:50])[CH2:46][CH2:45]1)([CH3:43])[CH3:42]>C(Cl)Cl.CCN(CC)CC>[CH3:1][O:2][C:3]([C:5]1[CH:9]=[C:8]([C:10](=[O:11])[NH:50][CH:47]2[CH2:48][CH2:49][N:44]([CH:41]([CH3:43])[CH3:42])[CH2:45][CH2:46]2)[N:7]([CH2:13][C:14]2[CH:18]=[C:17]([C:19]3[S:20][C:21]([Cl:24])=[CH:22][CH:23]=3)[O:16][N:15]=2)[N:6]=1)=[O:4] |f:2.3|. The product is COC(=O)C1=NN(C(=C1)C(NC1CCN(CC1)C(C)C)=O)CC1=NOC(=C1)C=1SC(=CC1)Cl (1-[5-(5-Chloro-thiophen-2-yl)-isoxazol-3-ylmethyl]-5-(1-isopropyl-piperidin-4-ylcarbamoyl)-1H-pyrazole-3-carboxylic acid methyl ester). Reactants: FC=1C=C(C=CC1)C1=C(C(NC2=CC=C(C=C12)OC)=O)C#N (4-(3-fluorophenyl)-6-methoxy-2-oxo-1,2-dihydroquinoline-3-carbonitrile), O=P(Cl)(Cl)Cl (phosphorus oxytrichloride). Solvent: CCOC(=O)C (EtOAc). Run at time 8 hour. The product is ClC1=NC2=CC=C(C=C2C(=C1C#N)C1=CC(=CC=C1)F)OC (2-Chloro-4-(3-fluorophenyl)-6-methoxyquinoline-3-carbonitrile). As a reaction SMILES: [F:1][C:2]1[CH:3]=[C:4]([C:8]2[C:17]3[C:12](=[CH:13][CH:14]=[C:15]([O:18][CH3:19])[CH:16]=3)[NH:11][C:10](=O)[C:9]=2[C:21]#[N:22])[CH:5]=[CH:6][CH:7]=1.O=P(Cl)(Cl)[Cl:25]>CCOC(C)=O>[Cl:25][C:10]1[C:9]([C:21]#[N:22])=[C:8]([C:4]2[CH:5]=[CH:6][CH:7]=[C:2]([F:1])[CH:3]=2)[C:17]2[C:12](=[CH:13][CH:14]=[C:15]([O:18][CH3:19])[CH:16]=2)[N:11]=1. Procedure: A solution of 4-(3-fluorophenyl)-6-methoxy-2-oxo-1,2-dihydroquinoline-3-carbonitrile (1.10 g, 3.74 mmol) in 30 mL of phosphorus oxytrichloride was heated in a sealed pressure tube at 90° C. for 2 hours. The solution was cooled to room temperature and allowed to stand overnight. The mixture was diluted with EtOAc, cooled to 0° C., and quenched by the careful addition of saturated NaHCO3 solution. The organic phase was washed with brine, dried over Na2SO4, filtered, and concentrated in vacuo to pr...